describe an organic reaction: reactants, conditions, products, and yield From a dataset of the Open Reaction Database (ORD), a public repository of structured organic reaction records. Reactants: BrC=1C=CC(=C(CC2=CC=C(C=C2)O)C1)Cl (4-(5-bromo-2-chlorobenzyl)phenol), C(=O)([O-])[O-].[Cs+].[Cs+] (Cs2CO3), C(C=C)Br (allyl bromide). The solvent is CN(C)C=O (DMF), C(C)(=O)OCC (ethyl acetate). Conditions: time 2 hour. Yields the product C(C=C)OC1=CC=C(CC2=C(C=CC(=C2)Br)Cl)C=C1 (2-(4-(allyloxy)benzyl)-4-bromo-1-chlorobenzene). The yield is 89.6%. RXN SMILES: [Br:1][C:2]1[CH:3]=[CH:4][C:5]([Cl:16])=[C:6]([CH:15]=1)[CH2:7][C:8]1[CH:13]=[CH:12][C:11]([OH:14])=[CH:10][CH:9]=1.C([O-])([O-])=O.[Cs+].[Cs+].[CH2:23](Br)[CH:24]=[CH2:25]>CN(C=O)C.C(OCC)(=O)C>[CH2:25]([O:14][C:11]1[CH:12]=[CH:13][C:8]([CH2:7][C:6]2[CH:15]=[C:2]([Br:1])[CH:3]=[CH:4][C:5]=2[Cl:16])=[CH:9][CH:10]=1)[CH:24]=[CH2:23] |f:1.2.3|. Procedure: To a solution of 4-(5-bromo-2-chlorobenzyl)phenol (6 g, 20.16 mmol, prepared as described in WO2006120208) in dry DMF (25 mL), was added Cs2CO3 (18.2 g, 60.6 mmol) and allyl bromide (4.2 mL, 50.6 mmol) at 0° C. and the reaction mixture was stirred at r.t. for 2 h. After the completion of the reaction as monitored by TLC, the reaction mixture was diluted with ethyl acetate (200 mL) and washed with water (3×30 mL). The combined organic layers were dried over Na2SO4 and the volatiles were evaporate... RXN SMILES: [CH3:1][O:2][c:3]1[c:4]([CH3:19])[c:5]2[c:13]([c:14]([CH3:17])[c:15]1[CH3:16])[NH:12][CH2:11][C:7]1([C:6]2=[O:18])[CH2:8][CH2:9][CH2:10]1.[CH3:37][CH2:38][O:39][C:40]([CH3:41])=[O:42].[CH3:43][CH2:44][CH2:45][CH2:46][CH2:47][CH3:48].[Cl:20][c:21]1[cH:22][cH:23][c:24]([I:27])[cH:25][cH:26]1.[O-:29][C:30]([CH3:31])=[O:32].[O-:33][C:34]([CH3:35])=[O:36].[Pd+2:28]>>[CH3:1][O:2][c:3]1[c:4]([CH3:19])[c:5]2[c:13]([c:14]([CH3:17])[c:15]1[CH3:16])[N:12]([c:24]1[cH:23][cH:22][c:21]([Cl:20])[cH:26][cH:25]1)[CH2:11][C:7]1([C:6]2=[O:18])[CH2:8][CH2:9][CH2:10]1. The product is COc1c(C)c(C)c2c(c1C)C(=O)C1(CCC1)CN2c1ccc(Cl)cc1. Starting materials: COc1c(C)c(C)c2c(c1C)C(=O)C1(CCC1)CN2, CCOC(C)=O, CCCCCC, Clc1ccc(I)cc1, CC(=O)[O-], CC(=O)[O-], [Pd+2]. Reactants: C(C(=C)C)(=O)OC (methyl methacrylate), C1(CCCCC1)O (cyclohexanol), ester. Reagents/catalysts: C(CCC)[Sn](CCCC)=O (dibutyltin oxide). Solvent: CO (methanol). Yields the product C(C(=C)C)(=O)OC1CCCCC1 (cyclohexyl methacrylate). Yield: 62.8%. RXN SMILES: [C:1]([O:6][CH3:7])(=[O:5])[C:2]([CH3:4])=[CH2:3].[CH:8]1(O)[CH2:13][CH2:12]C[CH2:10][CH2:9]1>C([Sn](=O)CCCC)CCC.CO>[C:1]([O:6][CH:7]1[CH2:12][CH2:13][CH2:8][CH2:9][CH2:10]1)(=[O:5])[C:2]([CH3:4])=[CH2:3]. Procedure details: Using a reflux apparatus equipped with a 20-plates Oldershaw column as the distillation column, a 3-liter four-necked flask with a side arm was charged with 1,401 g (14 moles) of methyl methacrylate, 701 g (7 moles) of cyclohexanol, 12.6 g of dibutyltin oxide, and 1.18 g (corresponding to 0.1% of the theoretical yield of the product) of IB as a polymerization inhibitor. This mixture was subjected to an ester exchange reaction. The methanol formed as a by-product during reaction was removed from ... The reactants are O=C1NS(=O)(=O)c2ccc(Br)cc21, O=C([O-])[O-], Cc1ccc(NC(=O)C2(c3ccc4c(c3)OC(F)(F)O4)CC2)cc1B1OC(C)(C)C(C)(C)O1, [Na+], [Na+], CN(C)C=O. The product is Cc1ccc(NC(=O)C2(c3ccc4c(c3)OC(F)(F)O4)CC2)cc1-c1ccc2c(c1)C(=O)NS2(=O)=O. RXN SMILES: [Br:34][c:35]1[cH:36][cH:37][c:38]2[c:39]([cH:46]1)[C:40](=[O:45])[NH:41][S:42]2(=[O:43])=[O:44].[C:47](=[O:48])([O-:49])[O-:50].[F:1][C:2]1([F:33])[O:3][c:4]2[c:5]([cH:7][cH:8][c:9]([C:11]3([C:14](=[O:15])[NH:16][c:17]4[cH:18][c:19]([B:24]5[O:25][C:26]([CH3:27])([CH3:28])[C:29]([CH3:30])([CH3:31])[O:32]5)[c:20]([CH3:23])[cH:21][cH:22]4)[CH2:12][CH2:13]3)[cH:10]2)[O:6]1.[Na+:51].[Na+:52].[O:53]=[CH:54][N:55]([CH3:56])[CH3:57]>>[F:1][C:2]1([F:33])[O:3][c:4]2[c:5]([cH:7][cH:8][c:9]([C:11]3([C:14](=[O:15])[NH:16][c:17]4[cH:18][c:19](-[c:35]5[cH:36][cH:37][c:38]6[c:39]([cH:46]5)[C:40](=[O:45])[NH:41][S:42]6(=[O:43])=[O:44])[c:20]([CH3:23])[cH:21][cH:22]4)[CH2:12][CH2:13]3)[cH:10]2)[O:6]1. Reactants: C(C)(C)C=1OC(=C(N1)CC(=O)OCC)C=1OC=CC1 (ethyl 2-[2-isopropyl-5-(2-furyl)-4-oxazolyl]acetate), CO (methanol), [OH-].[K+] (potassium hydroxide). Solvent: O (water). Yields the product C(C)(C)C=1OC(=C(N1)CC(=O)O)C=1OC=CC1 (2-[2-isopropyl-5-(2-furyl)-4-oxazolyl]acetic acid). Yield: 67.2%. Reaction SMILES: [CH:1]([C:4]1[O:5][C:6]([C:15]2[O:16][CH:17]=[CH:18][CH:19]=2)=[C:7]([CH2:9][C:10]([O:12]CC)=[O:11])[N:8]=1)([CH3:3])[CH3:2].CO.[OH-].[K+]>O>[CH:1]([C:4]1[O:5][C:6]([C:15]2[O:16][CH:17]=[CH:18][CH:19]=2)=[C:7]([CH2:9][C:10]([OH:12])=[O:11])[N:8]=1)([CH3:3])[CH3:2] |f:2.3|. Procedure: 5.0 g of ethyl 2-[2-isopropyl-5-(2-furyl)-4-oxazolyl]acetate, 70 ml of methanol, 7 ml of water and 3.75 g of potassium hydroxide are treated in the same manner as described in Example 16. 3.0 g of 2-[2-isopropyl-5-(2-furyl)-4-oxazolyl]acetic acid are obtained. Yield: 67.1% Starting materials: CC(=O)O[BH-](OC(C)=O)OC(C)=O, COC(=O)c1ccc(COc2ccc3c(c2)CCNCC3)cc1, CC(=O)O, ClCCl, [Na+], O=C1CCCC1. Product: COC(=O)c1ccc(COc2ccc3c(c2)CCN(C2CCCC2)CC3)cc1. RXN SMILES: [C:30]([O:31][BH-:32]([O:33][C:34](=[O:35])[CH3:36])[O:37][C:38](=[O:39])[CH3:40])(=[O:41])[CH3:42].[CH3:1][O:2][C:3]([c:4]1[cH:5][cH:6][c:7]([CH2:10][O:11][c:12]2[cH:13][c:14]3[c:15]([cH:21][cH:22]2)[CH2:16][CH2:17][NH:18][CH2:19][CH2:20]3)[cH:8][cH:9]1)=[O:23].[CH3:47][C:48](=[O:49])[OH:50].[Cl:44][CH2:45][Cl:46].[Na+:43].[O:24]=[C:25]1[CH2:26][CH2:27][CH2:28][CH2:29]1>>[CH3:1][O:2][C:3]([c:4]1[cH:5][cH:6][c:7]([CH2:10][O:11][c:12]2[cH:13][c:14]3[c:15]([cH:21][cH:22]2)[CH2:16][CH2:17][N:18]([CH:25]2[CH2:26][CH2:27][CH2:28][CH2:29]2)[CH2:19][CH2:20]3)[cH:8][cH:9]1)=[O:23]. The reactants are C(C)(C)OC(C)C (Isopropyl ether), BrC1=CSC=C1 (3-Bromothiophene), C(CCC)[Li] (Butyl lithium), CCCCCC (hexane), N1C(=O)NC(=O)C(=O)C1=O (alloxan). Run in O1CCCC1 (tetrahydrofuran). Reaction conditions: temperature 5 celsius, time 30 minute. Product: OC1(C(NC(NC1=O)=O)=O)C1=CSC=C1 (5-hydroxy-5-(3-thienyl)-2,4,6(1H,3H,5H)pyrimidinetrione). The yield is 31.2%. RXN SMILES: C(OC(C)C)(C)C.C([Li])CCC.CCCCCC.Br[C:20]1[CH:24]=[CH:23][S:22][CH:21]=1.[NH:25]1[C:33](=[O:34])[C:31](=[O:32])[C:29](=[O:30])[NH:28][C:26]1=[O:27]>O1CCCC1>[OH:32][C:31]1([C:20]2[CH:24]=[CH:23][S:22][CH:21]=2)[C:29](=[O:30])[NH:28][C:26](=[O:27])[NH:25][C:33]1=[O:34]. Procedure details: Isopropyl ether (40 ml.) was cooled to -70° C. Butyl lithium in hexane (2.4 M, 10 ml., 24 mmoles) was added over 10 minutes, keeping the temperature -70° to -60° C. 3-Bromothiophene (1.9 ml., 20 mmoles) was added over 20 minutes, keeping the temperature -72° to -68° C. The mixture was stirred for an additional 30 minutes at -72° to 70° C. Sublimed alloxan (3 g., 21 mmoles) in 25 ml. of tetrahydrofuran was added over 40 minutes, keeping the temperature -70° to -65° C. Stirring at this temperature... Reactants: O=C(O)C(F)(F)F, CC(C)(C)OC(=O)c1ccc(-c2ccc(NS(C)(=O)=O)cc2)cc1Nc1ccc2sccc2c1. Product: CS(=O)(=O)Nc1ccc(-c2ccc(C(=O)O)c(Nc3ccc4sccc4c3)c2)cc1. RXN SMILES: [OH:1][C:2]([C:3]([F:4])([F:5])[F:6])=[O:7].[s:8]1[cH:9][cH:10][c:11]2[c:12]1[cH:13][cH:14][c:15]([NH:17][c:18]1[c:19]([C:20](=[O:21])[O:22][C:23]([CH3:24])([CH3:25])[CH3:26])[cH:27][cH:28][c:29](-[c:31]3[cH:32][cH:33][c:34]([NH:37][S:38](=[O:39])(=[O:40])[CH3:41])[cH:35][cH:36]3)[cH:30]1)[cH:16]2>>[s:8]1[cH:9][cH:10][c:11]2[c:12]1[cH:13][cH:14][c:15]([NH:17][c:18]1[c:19]([C:20](=[O:21])[OH:22])[cH:27][cH:28][c:29](-[c:31]3[cH:32][cH:33][c:34]([NH:37][S:38](=[O:39])(=[O:40])[CH3:41])[cH:35][cH:36]3)[cH:30]1)[cH:16]2. Starting materials: CC(=O)OC1OC(C)C(OC(C)=O)C1OC(C)=O, O=C([O-])O, ClCCl, CN([SiH](C)C)[Si](C)(C)C, C[Si](C)(C)OS(=O)(=O)C(F)(F)F, O=c1[nH]cc(F)c(=O)[nH]1, [Na+]. The product is CC(=O)OC1C(C)OC(n2cc(F)c(=O)[nH]c2=O)C1OC(C)=O. RXN SMILES: [C:1]([O:2][CH:5]1[CH:6]([O:7][C:8]([CH3:9])=[O:10])[CH:11]([O:12][C:13]([CH3:14])=[O:15])[CH:16]([CH3:18])[O:17]1)(=[O:3])[CH3:4].[C:49](=[O:50])([O-:51])[OH:52].[CH2:54]([Cl:55])[Cl:56].[CH3:28][SiH:29]([CH3:30])[N:31]([CH3:32])[Si:33]([CH3:34])([CH3:35])[CH3:36].[CH3:37][Si:38]([O:39][S:40]([C:41]([F:42])([F:43])[F:44])(=[O:45])=[O:46])([CH3:47])[CH3:48].[F:19][c:20]1[c:21](=[O:27])[nH:22][c:23](=[O:26])[nH:24][cH:25]1.[Na+:53]>>[CH:5]1([n:24]2[c:23](=[O:26])[nH:22][c:21](=[O:27])[c:20]([F:19])[cH:25]2)[CH:6]([O:7][C:8]([CH3:9])=[O:10])[CH:11]([O:12][C:13]([CH3:14])=[O:15])[CH:16]([CH3:18])[O:17]1.